From a dataset of the Open Reaction Database (ORD), a public repository of structured organic reaction records. describe an organic reaction: reactants, conditions, products, and yield Reported procedure: A solution of 3-(2,4-dioxo-5-pyridazin-3-yl-3,4-dihydro-2H-pyrimidin-1-yl)-propionaldehyde hydrochloride (Prep123, 100 mg, 0.35 mmol), (1S,5R)-1-(4-trifluoromethyl-phenyl)-3-aza-bicyclo[3.1.0]hexane (Prep4, 80 mg, 0.35 mmol), and AcOH (21 mg, 0.35 mmol) in dichloroethane-MeOH (1-1, 4 ml) was cooled to 0° C. NaBH(AcO)3 (83 mg, 0.39 mmol) was added portionwise. The mixture was stirred at 0° C. for further one hour and then basified with 1N NaOH. The product was extracted with ethyl acetate. The or... The yield is 12.0%. Starting materials: [BH-](OC(=O)C)(OC(=O)C)OC(=O)C.[Na+] (NaBH(AcO)3), Cl.O=C1N(C=C(C(N1)=O)C=1N=NC=CC1)CCC=O (3-(2,4-dioxo-5-pyridazin-3-yl-3,4-dihydro-2H-pyrimidin-1-yl)-propionaldehyde hydrochloride), FC(C1=CC=C(C=C1)[C@]12CNC[C@@H]2C1)(F)F ((1S,5R)-1-(4-trifluoromethyl-phenyl)-3-aza-bicyclo[3.1.0]hexane), CC(=O)O (AcOH), [OH-].[Na+] (NaOH). As a reaction SMILES: [ClH:1].[O:2]=[C:3]1[NH:8][C:7](=[O:9])[C:6]([C:10]2[N:11]=[N:12][CH:13]=[CH:14][CH:15]=2)=[CH:5][N:4]1[CH2:16][CH2:17][CH:18]=O.[F:20][C:21]([F:35])([F:34])[C:22]1[CH:27]=[CH:26][C:25]([C@:28]23[CH2:33][C@H:32]2[CH2:31][NH:30][CH2:29]3)=[CH:24][CH:23]=1.CC(O)=O.[BH-](OC(C)=O)(OC(C)=O)OC(C)=O.[Na+].[OH-].[Na+]>ClC(Cl)C.CO>[ClH:1].[ClH:1].[N:12]1[CH:13]=[CH:14][CH:15]=[C:10]([C:6]2[C:7](=[O:9])[NH:8][C:3](=[O:2])[N:4]([CH2:16][CH2:17][CH2:18][N:30]3[CH2:31][C@H:32]4[C@:28]([C:25]5[CH:24]=[CH:23][C:22]([C:21]([F:20])([F:35])[F:34])=[CH:27][CH:26]=5)([CH2:33]4)[CH2:29]3)[CH:5]=2)[N:11]=1 |f:0.1,4.5,6.7,8.9,10.11.12|. Reaction conditions: temperature 0 celsius, time 1 hour. Product: free base, Cl.Cl.N1=NC(=CC=C1)C=1C(NC(N(C1)CCCN1C[C@]2(C[C@H]2C1)C1=CC=C(C=C1)C(F)(F)F)=O)=O (5-(3-pyridazinyl)-1-(3-{(1S,5R)-1-[4-(trifluoromethyl)phenyl]-3-azabicyclo[3.1.0]hex-3-yl}propyl)-2,4(1H,3H)-pyrimidinedione dihydrochloride). Solvent: ClC(C)Cl.CO (dichloroethane MeOH). Starting materials: CCO, O=C(Nc1cccc([N+](=O)[O-])c1)Nc1ccnc2ccccc12. Yields the product Nc1cccc(NC(=O)Nc2ccnc3ccccc23)c1. RXN SMILES: [CH3:24][CH2:25][OH:26].[N+:1]([O-:2])(=[O:3])[c:4]1[cH:5][c:6]([NH:10][C:11](=[O:12])[NH:13][c:14]2[cH:15][cH:16][n:17][c:18]3[cH:19][cH:20][cH:21][cH:22][c:23]23)[cH:7][cH:8][cH:9]1>>[NH2:1][c:4]1[cH:5][c:6]([NH:10][C:11](=[O:12])[NH:13][c:14]2[cH:15][cH:16][n:17][c:18]3[cH:19][cH:20][cH:21][cH:22][c:23]23)[cH:7][cH:8][cH:9]1. Reactants: solid, Cl.O1COC2=C1C=CC=C2C2CCN(CC2)CC[C@@H]2CC[C@H](CC2)N (Trans-4-[2-(4-Benzo[1,3]dioxol-4-yl-piperidin-1-yl)-ethyl]-cyclohexylamine hydrochloride), Cl.O1COC2=C1C=CC=C2C2CCN(CC2)CC[C@@H]2CC[C@H](CC2)N (Trans-4-[2-(4-Benzo[1,3]dioxol-4-yl-piperidin-1-yl)-ethyl]-cyclohexylamine hydrochloride), OC1(CCOCC1)CC(=O)O ((4-Hydroxy-tetrahydro-pyran-4-yl)-acetic acid). Product: O1COC2=C1C=CC=C2C2CCN(CC2)CC[C@@H]2CC[C@H](CC2)NC(CC2(CCOCC2)O)=O (Trans-N-{4-[2-(4-Benzo[1,3]dioxol-4-yl-piperidin-1-yl)-ethyl]-cyclohexyl}-2-(4-hydroxy-tetrahydro-pyran-4-yl)-acetamide). As a reaction SMILES: Cl.[O:2]1[C:6]2[CH:7]=[CH:8][CH:9]=[C:10]([CH:11]3[CH2:16][CH2:15][N:14]([CH2:17][CH2:18][C@H:19]4[CH2:24][CH2:23][C@H:22]([NH2:25])[CH2:21][CH2:20]4)[CH2:13][CH2:12]3)[C:5]=2[O:4][CH2:3]1.[OH:26][C:27]1([CH2:33][C:34](O)=[O:35])[CH2:32][CH2:31][O:30][CH2:29][CH2:28]1>>[O:2]1[C:6]2[CH:7]=[CH:8][CH:9]=[C:10]([CH:11]3[CH2:16][CH2:15][N:14]([CH2:17][CH2:18][C@H:19]4[CH2:20][CH2:21][C@H:22]([NH:25][C:34](=[O:35])[CH2:33][C:27]5([OH:26])[CH2:32][CH2:31][O:30][CH2:29][CH2:28]5)[CH2:23][CH2:24]4)[CH2:13][CH2:12]3)[C:5]=2[O:4][CH2:3]1 |f:0.1|. Procedure details: The title compound, white solid (15.7 mg, 48.8%), MS (ISP) m/z=473.5 [(M+H)+], was prepared in accordance with the general method of example 1 from Trans-4-[2-(4-Benzo[1,3]dioxol-4-yl-piperidin-1-yl)-ethyl]-cyclohexylamine hydrochloride (intermediate A) (25.0 mg, 0.0681 mmol) and (4-Hydroxy-tetrahydro-pyran-4-yl)-acetic acid. Starting materials: [N+](=O)([O-])C1=CC=C(C=C1)S(=O)(=O)Cl (4-nitrobenzenesulfonyl chloride), N1=CC=CC=C1 (pyridine), hexamethyleneimine, ClCCl (dichloromethane). Solvent: Cl (HCl). Conditions: temperature 0 celsius, time 5 hour. Product: [N+](=O)([O-])C1=CC=C(C=C1)S(=O)(=O)N1CCCCCC1 (1-(4-nitro-benzenesulfonyl)-azepane). RXN SMILES: [N+:1]([C:4]1[CH:9]=[CH:8][C:7]([S:10](Cl)(=[O:12])=[O:11])=[CH:6][CH:5]=1)([O-:3])=[O:2].[N:14]1[CH:19]=[CH:18][CH:17]=[CH:16][CH:15]=1.Cl[CH2:21]Cl>Cl>[N+:1]([C:4]1[CH:9]=[CH:8][C:7]([S:10]([N:14]2[CH2:19][CH2:18][CH2:17][CH2:16][CH2:15][CH2:21]2)(=[O:12])=[O:11])=[CH:6][CH:5]=1)([O-:3])=[O:2]. Procedure: A mixture of 4-nitrobenzenesulfonyl chloride (1.78 g, 8.0 mmol), pyridine (0.78 mL, 9.6 mmol), and hexamethyleneimine (0.796 g, 8.02 mmol) in dichloromethane (22 mL) was stirred for 5 hrs at 0° C., diluted with 1N HCl, and extracted with dichloromethane. The organic layer was dried (Na2SO4), filtered, concentrated, and triturated with diethyl ether to give 1-(4-nitro-benzenesulfonyl)-azepane as a brown solid. The solid was added to a mixture of HCO2NH4 (1.91 g, 30.3 mmol) and 10% Pd/C (catalytic... The product is BrC1=CN=C(C=2N1N=CN2)NC2=CC=C(C=C2)N2C(CNCC2)=O (1-[4-(5-Bromo-[1, 2, 4]triazolo[1,5-a]pyrazin-8-ylamino)-phenyl]-piperazin-2-one). RXN SMILES: C(OC([N:8]1[CH2:13][CH2:12][N:11]([C:14]2[CH:19]=[CH:18][C:17]([NH:20][C:21]3[C:22]4[N:23]([N:28]=[CH:29][N:30]=4)[C:24]([Br:27])=[CH:25][N:26]=3)=[CH:16][CH:15]=2)[C:10](=[O:31])[CH2:9]1)=O)(C)(C)C.C(O)(C(F)(F)F)=O>C(Cl)Cl.C([O-])(O)=O.[Na+]>[Br:27][C:24]1[N:23]2[N:28]=[CH:29][N:30]=[C:22]2[C:21]([NH:20][C:17]2[CH:18]=[CH:19][C:14]([N:11]3[CH2:12][CH2:13][NH:8][CH2:9][C:10]3=[O:31])=[CH:15][CH:16]=2)=[N:26][CH:25]=1 |f:3.4|. Reported procedure: A solution of 4-[4-(5-bromo-[1,2,4]triazolo[1,5-a]pyrazin-8-ylamino)-phenyl]-3-oxo-piperazine-1-carboxylic acid tert-butyl ester (0.252 mg, 0.6 mmol) in 2:1 DCM:TFA (4.8 mL) is stirred for 1 hour at room temperature. The mixture is then diluted with DCM and basified with sat. NaHCO3. The aqueous layer is extracted with DCM (3×) and the organic layers are combined, dried over MgSO4, filtered and concentrated to afford the title compound as a solid (180 mg, 78%). The yield is 77.3%. The solvent is C(Cl)Cl (DCM), C(Cl)Cl (DCM), C(=O)(O)[O-].[Na+] (NaHCO3). The reactants are C(C)(C)(C)OC(=O)N1CC(N(CC1)C1=CC=C(C=C1)NC=1C=2N(C(=CN1)Br)N=CN2)=O (4-[4-(5-bromo-[1,2,4]triazolo[1,5-a]pyrazin-8-ylamino)-phenyl]-3-oxo-piperazine-1-carboxylic acid tert-butyl ester), C(=O)(C(F)(F)F)O (TFA).